From a dataset of the Open Reaction Database (ORD), a public repository of structured organic reaction records. describe an organic reaction: reactants, conditions, products, and yield Reactants: [N+](=O)([O-])C1=CC=C(C=C1)C(C=C(N)C)=O (3-(4-nitrophenyl)-1-methyl-3-oxo-1-propenamine), C(C#C)(=O)OC (methyl propiolate). Run in CN(C=O)C (dimethylformamide). The product is CC1=C(C=CC(N1)=O)C(C1=CC=C(C=C1)[N+](=O)[O-])=O (6-Methyl-5-(4-nitrobenzoyl)-2(1H)-pyridinone). Reaction SMILES: [N+:1]([C:4]1[CH:9]=[CH:8][C:7]([C:10](=[O:15])[CH:11]=[C:12]([CH3:14])[NH2:13])=[CH:6][CH:5]=1)([O-:3])=[O:2].[C:16](OC)(=[O:19])[C:17]#[CH:18]>CN(C)C=O>[CH3:14][C:12]1[NH:13][C:16](=[O:19])[CH:17]=[CH:18][C:11]=1[C:10](=[O:15])[C:7]1[CH:6]=[CH:5][C:4]([N+:1]([O-:3])=[O:2])=[CH:9][CH:8]=1. Reported procedure: m.p. 282°-284° C., 5.0 g, was obtained following the procedure described in Example A-2 using 20 g of 3-(4-nitrophenyl)-1-methyl-3-oxo-1-propenamine, 9.5 ml of methyl propiolate and 100 ml of dimethylformamide.